Dataset: the Open Reaction Database (ORD), a public repository of structured organic reaction records. Task: describe an organic reaction: reactants, conditions, products, and yield Starting materials: N(=NC(C#N)(CC(C)C)C)C(C#N)(CC(C)C)C (2,2'-azobis-(2,4-dimethylvaleronitrile)), C(C(=C)C)(=O)OCCN(C)C (N,N-di-methylaminoethyl methacrylate), C(C(=C)C)(=O)OC (methyl methacrylate), C(C(=C)C)(=O)OCCCC (n-butyl methacrylate). The reagents and catalysts are N(=NC(C#N)(CC(C)C)C)C(C#N)(CC(C)C)C (2,2'-azobis-(2,4-dimethylvaleronitrile)). Run in CCCCCC (n-hexane), C1(=CC=CC=C1)C (toluene), C1(=CC=CC=C1)C (toluene). Yields the product C(C(=C)C)(=O)OCCN(C)C.C(C(=C)C)(=O)OC.C(C(=C)C)(=O)OCCCC (N,N-dimethylaminoethyl methacrylate methyl methacrylate n-butyl methacrylate). Isolated yield 136.5%. Reaction SMILES: [C:1]([O:6][CH2:7][CH2:8][N:9]([CH3:11])[CH3:10])(=[O:5])[C:2]([CH3:4])=[CH2:3].[C:12]([O:17][CH3:18])(=[O:16])[C:13]([CH3:15])=[CH2:14].[C:19]([O:24][CH2:25][CH2:26][CH2:27][CH3:28])(=[O:23])[C:20]([CH3:22])=[CH2:21].N(C(C)(CC(C)C)C#N)=NC(C)(CC(C)C)C#N>C1(C)C=CC=CC=1.N(C(C)(CC(C)C)C#N)=NC(C)(CC(C)C)C#N.CCCCCC>[C:1]([O:6][CH2:7][CH2:8][N:9]([CH3:11])[CH3:10])(=[O:5])[C:2]([CH3:4])=[CH2:3].[C:12]([O:17][CH3:18])(=[O:16])[C:13]([CH3:15])=[CH2:14].[C:19]([O:24][CH2:25][CH2:26][CH2:27][CH3:28])(=[O:23])[C:20]([CH3:22])=[CH2:21] |f:7.8.9|. Reported procedure: In a 300 ml, three-necked flask, 12.6 g of N,N-di-methylaminoethyl methacrylate, 24.0 g of methyl methacrylate, 11.4 g of n-butyl methacrylate and 190 ml of toluene were heated to 80° C.-under stirring. A solution of 0.298 g of 2,2'-azobis-(2,4-dimethylvaleronitrile) in 10 ml of toluene was added to the reaction mixture, and the mixture is further heated for 2 hours. Then the same amount of 2,2'-azobis-(2,4-dimethylvaleronitrile) was again added to the reaction mixture, and the mixture was furth... Procedure: A mixture of isoquinolin-7-yl trifluoromethanesulfonate (Description 117, 1.04 g, 3.75 mmol), cesium carbonate (1.6 g, 4.88 mmol), benzophenone imine (747 mg, 4.13 mmol), BINAP (100 mg, 0.16 mmol) and palladium acetate (18 mg, 0.08 mmol) in tetrahydrofuran (15 ml) was degassed (N2×3) then heated at reflux for 18 h. More BINAP (100 mg, 0.16 mmol) and palladium acetate (18 mg, 0.08 mmol) were added and the reaction heated for a further 24 h. The reaction was then cooled to room temperature and par... Isolated yield 36.6%. Conditions: time 2 hour. Reaction SMILES: FC(F)(F)S(O[C:7]1[CH:16]=[C:15]2[C:10]([CH:11]=[CH:12][N:13]=[CH:14]2)=[CH:9][CH:8]=1)(=O)=O.C(=O)([O-])[O-].[Cs+].[Cs+].C(=[NH:38])(C1C=CC=CC=1)C1C=CC=CC=1.C1C=CC(P(C2C(C3C(P(C4C=CC=CC=4)C4C=CC=CC=4)=CC=C4C=3C=CC=C4)=C3C(C=CC=C3)=CC=2)C2C=CC=CC=2)=CC=1>O1CCCC1.C([O-])(=O)C.[Pd+2].C([O-])(=O)C>[CH:14]1[C:15]2[C:10](=[CH:9][CH:8]=[C:7]([NH2:38])[CH:16]=2)[CH:11]=[CH:12][N:13]=1 |f:1.2.3,7.8.9|. Solvent: O1CCCC1 (tetrahydrofuran). Yields the product C1=NC=CC2=CC=C(C=C12)N (isoquinolin-7-amine). The reagents and catalysts are C(C)(=O)[O-].[Pd+2].C(C)(=O)[O-] (palladium acetate), C(C)(=O)[O-].[Pd+2].C(C)(=O)[O-] (palladium acetate). Starting materials: FC(S(=O)(=O)OC1=CC=C2C=CN=CC2=C1)(F)F (isoquinolin-7-yl trifluoromethanesulfonate), C([O-])([O-])=O.[Cs+].[Cs+] (cesium carbonate), C(C1=CC=CC=C1)(C1=CC=CC=C1)=N (benzophenone imine), C=1C=CC(=CC1)P(C=2C=CC=CC2)C3=CC=C4C=CC=CC4=C3C5=C6C=CC=CC6=CC=C5P(C=7C=CC=CC7)C=8C=CC=CC8 (BINAP), C=1C=CC(=CC1)P(C=2C=CC=CC2)C3=CC=C4C=CC=CC4=C3C5=C6C=CC=CC6=CC=C5P(C=7C=CC=CC7)C=8C=CC=CC8 (BINAP). Reactants: C(C1=CC=CC=C1)P(OCC)([O-])=O (ethyl benzylphosphonate), CC(=O)C1=CC=C(C=C1)Br (4-bromoacetophenone), CS(=O)C (dimethyl sulfoxide), ice water, CC(C)([O-])C.[K+] (potassium t-butoxide), resultant mixture. The solvent is O (water), C(C)(=O)OCC (ethyl acetate). The product is BrC=1C=C(C=CC1)C(=CC1=CC=CC=C1)C (3-bromo-α-methylstilbene). Yield: 88.0%. RXN SMILES: [CH2:1](P(=O)([O-])OCC)[C:2]1[CH:7]=[CH:6][CH:5]=[CH:4][CH:3]=1.CC(C1C=C[C:20]([Br:23])=[CH:19][CH:18]=1)=O.[CH3:24]S(C)=O.[CH3:28][C:29]([CH3:32])([O-])[CH3:30].[K+]>C(OCC)(=O)C.O>[Br:23][C:20]1[CH:28]=[C:29]([C:32]([CH3:24])=[CH:1][C:2]2[CH:3]=[CH:4][CH:5]=[CH:6][CH:7]=2)[CH:30]=[CH:18][CH:19]=1 |f:3.4|. Procedure: In a 500 ml flask, 23 g(0.1 mol) of ethyl benzylphosphonate, 20 g (0.1 mol) of 4-bromoacetophenone and 200 ml of dimethyl sulfoxide were placed and cooled at 0° C. with ice water. Then, 13.4 g (0.12 mol) of potassium t-butoxide was slowly added and the resultant mixture was kept being stirred at the room temperature for one night. After the reaction was completed, the reaction solution was poured into 500 ml of water and the organic layer was treated by extraction with ethyl acetate. After dryin...